Dataset: the Open Reaction Database (ORD), a public repository of structured organic reaction records. Task: describe an organic reaction: reactants, conditions, products, and yield The reactants are CC(C)(C)OC(=O)N1CC2CC2C1CN, O=C(O)c1cccc(Cl)c1. Product: CC(C)(C)OC(=O)N1CC2CC2C1CNC(=O)c1cccc(Cl)c1. As a reaction SMILES: [C:1]([CH3:2])([CH3:3])([CH3:4])[O:5][C:6](=[O:7])[N:8]1[CH:9]([CH2:14][NH2:15])[CH:10]2[CH2:11][CH:12]2[CH2:13]1.[Cl:16][c:17]1[cH:18][c:19]([C:20](=[O:21])[OH:22])[cH:23][cH:24][cH:25]1>>[C:1]([CH3:2])([CH3:3])([CH3:4])[O:5][C:6](=[O:7])[N:8]1[CH:9]([CH2:14][NH:15][C:20]([c:19]2[cH:18][c:17]([Cl:16])[cH:25][cH:24][cH:23]2)=[O:21])[CH:10]2[CH2:11][CH:12]2[CH2:13]1.